From a dataset of the Open Reaction Database (ORD), a public repository of structured organic reaction records. describe an organic reaction: reactants, conditions, products, and yield The reactants are ClC1=NC=C(C(=O)OCC)C=C1 (ethyl 6-chloronicotinate), O1C(COCC1)CO (1,4-dioxan-2-ylmethanol), [OH-].[Li+] (lithium hydroxide). Yields the product O1C(COCC1)COC1=NC=C(C(=O)O)C=C1 (6-(1,4-dioxan-2-ylmethoxy)nicotinic acid). Isolated yield 58.0%. As a reaction SMILES: Cl[C:2]1[CH:12]=[CH:11][C:5]([C:6]([O:8]CC)=[O:7])=[CH:4][N:3]=1.[O:13]1[CH2:18][CH2:17][O:16][CH2:15][CH:14]1[CH2:19][OH:20].[OH-].[Li+]>>[O:13]1[CH2:18][CH2:17][O:16][CH2:15][CH:14]1[CH2:19][O:20][C:2]1[CH:12]=[CH:11][C:5]([C:6]([OH:8])=[O:7])=[CH:4][N:3]=1 |f:2.3|. Reported procedure: The title compound was synthesized as described for Intermediate example I-81 in 58% yield starting from ethyl 6-chloronicotinate and 1,4-dioxan-2-ylmethanol. The reduction was performed using 3 equiv of lithium hydroxide. The final aqueous solution was extracted with ethyl acetate in order to collect the product; 1H NMR (400 MHz, DMSO-d6) δ ppm 8.70 (d, 1 H), 8.14 (dd, 1 H), 6.93 (d, 1 H), 4.28-4.32 (m, 2 H), 3.84-3.92 (m, 1 H), 3.72-3.83 (m, 2 H), 3.56-3.69 (m, 2 H), 3.44-3.55 (m, 1 H), 3.35-3...